From a dataset of the Open Reaction Database (ORD), a public repository of structured organic reaction records. describe an organic reaction: reactants, conditions, products, and yield Starting materials: C[O-], Cn1c(=O)[nH]c2ccccc21, CO, ClCc1cccnc1, Cl, [Na+]. The product is Cn1c(=O)n(Cc2cccnc2)c2ccccc21. As a reaction SMILES: [CH3:12][O-:13].[CH3:1][n:2]1[c:3](=[O:11])[nH:4][c:5]2[c:6]1[cH:7][cH:8][cH:9][cH:10]2.[CH3:24][OH:25].[Cl:16][CH2:17][c:18]1[cH:19][n:20][cH:21][cH:22][cH:23]1.[ClH:15].[Na+:14]>>[CH3:1][n:2]1[c:3](=[O:11])[n:4]([CH2:17][c:18]2[cH:19][n:20][cH:21][cH:22][cH:23]2)[c:5]2[c:6]1[cH:7][cH:8][cH:9][cH:10]2. The yield is 50.0%. Reactants: B(Br)(Br)Br (boron tribromide), C(C1=CC=CC=C1)C1=CNN(C1=O)C1=CC=C(C=N1)S(=O)(=O)N[C@H]1C[C@H](CC1)COCC1=CC=CC=C1 (6-(4-benzyl-5-oxo-2,5-dihydro-1H-pyrazol-1-yl)-N-{(1R,3S)-3-[(benzyloxy)methyl]cyclopentyl}pyridine-3-sulfonamide), CO (MeOH). Product: C(C1=CC=CC=C1)C1=CNN(C1=O)C1=CC=C(C=N1)S(=O)(=O)N(C)[C@H]1C[C@H](CC1)CO (6-(4-benzyl-5-oxo-2,5-dihydro-1H-pyrazol-1-yl)-N-[(1R,3S)-3-(hydroxymethyl)cyclopentyl]-N-methylpyridine-3-sulfonamide). Conditions: time 1 hour. Solvent: C(Cl)Cl (DCM). Procedure details: To a solution of 0.3 g (0.57 mmol) of 6-(4-benzyl-5-oxo-2,5-dihydro-1H-pyrazol-1-yl)-N-{(1R,3S)-3-[(benzyloxy)methyl]cyclopentyl}pyridine-3-sulfonamide in 2 mL of DCM cooled to −78° C. are added 1.7 mL of boron tribromide. The temperature is then allowed to rise to 0° C. and stirring is continued for 1 hour at 0° C. 10 mL of MeOH are then added at −10° C. and the medium is concentrated under reduced pressure. The medium is taken up in 100 mL of DCM, washed successively with saturated NaHCO3 solu... Reaction SMILES: [CH2:1]([C:8]1[C:12](=[O:13])[N:11]([C:14]2[N:19]=[CH:18][C:17]([S:20]([NH:23][C@@H:24]3[CH2:28][CH2:27][C@H:26]([CH2:29][O:30]CC4C=CC=CC=4)[CH2:25]3)(=[O:22])=[O:21])=[CH:16][CH:15]=2)[NH:10][CH:9]=1)[C:2]1[CH:7]=[CH:6][CH:5]=[CH:4][CH:3]=1.B(Br)(Br)Br.[CH3:42]O>C(Cl)Cl>[CH2:1]([C:8]1[C:12](=[O:13])[N:11]([C:14]2[N:19]=[CH:18][C:17]([S:20]([N:23]([C@@H:24]3[CH2:28][CH2:27][C@H:26]([CH2:29][OH:30])[CH2:25]3)[CH3:42])(=[O:22])=[O:21])=[CH:16][CH:15]=2)[NH:10][CH:9]=1)[C:2]1[CH:3]=[CH:4][CH:5]=[CH:6][CH:7]=1. The reactants are ClCC1=CC=C2C(=CN=C(C2=C1)Cl)Cl (7-(Chloromethyl)-1,4-dichloro-isoquinoline), ClC1=CNC(C2=CC(=CC=C12)C(=O)OCC)=O (ethyl 4-chloro-1-oxo-1,2-dihydro-7-isoquinolinecarboxylate). The solvent is C1CCOC1 (THF). Conditions: time 1 hour. The product is ClC1=CNC(C2=CC(=CC=C12)CO)=O (4-chloro-7-(hydroxymethyl)-1(2H)-isoquinolone). The yield is 86.0%. RXN SMILES: ClCC1C=C2C(C(Cl)=CN=C2Cl)=CC=1.[Cl:15][C:16]1[C:25]2[C:20](=[CH:21][C:22]([C:26](OCC)=[O:27])=[CH:23][CH:24]=2)[C:19](=[O:31])[NH:18][CH:17]=1>C1COCC1>[Cl:15][C:16]1[C:25]2[C:20](=[CH:21][C:22]([CH2:26][OH:27])=[CH:23][CH:24]=2)[C:19](=[O:31])[NH:18][CH:17]=1. Procedure: 7-(Chloromethyl)-1,4-dichloro-isoquinoline ##STR186## LiBH4 (530 mg, 24.3 mmol) was added portionwise to a stirred solution of ethyl 4-chloro-1-oxo-1,2-dihydro-7-isoquinolinecarboxylate (3.06 g, 12.2 mmol) in THF (100 mL) and the mixture was stirred at room temperature for 1 h. The heterogeneous mixture was quenched with dilute HCl (2 M), and extracted with CH2Cl7 (2×100 mL) and EtOAc (5×100 mL). The remaining solid was taken up in hot EtOH, and allowed to cool to yield a white fluffy solid. Thi... The reactants are C1(=CC=C(C=C1)S(=O)(=O)O)C (p-Toluene-sulfonic acid), NC1=NC=CC=C1 (2-Aminopyridine), C(C)(=O)O[BH-](OC(C)=O)OC(C)=O.[Na+] (Sodium triacetoxyborohydride), O1C(OCC1)CCCC#N (4-(1,3-Dioxolan-2-yl)butanenitrile), I(=O)(=O)(=O)[O-].[Na+] (sodium periodate), C([O-])(O)=O.[Na+] (sodium bicarbonate). Run in C(Cl)Cl (methylene chloride), CC(=O)C (acetone), O (water). Run at temperature 40 celsius, time 30 minute. The product is N1=C(C=CC=C1)NCCCCC#N (5-(pyridin-2-ylamino)pentane-nitrile). Reaction SMILES: O1CCO[CH:2]1[CH2:6][CH2:7][CH2:8][C:9]#[N:10].C1(C)C=CC(S(O)(=O)=O)=CC=1.I([O-])(=O)(=O)=O.[Na+].[NH2:28][C:29]1[CH:34]=[CH:33][CH:32]=[CH:31][N:30]=1.C(O[BH-](OC(=O)C)OC(=O)C)(=O)C.[Na+].C(=O)(O)[O-].[Na+]>CC(C)=O.O.C(Cl)Cl>[N:30]1[CH:31]=[CH:32][CH:33]=[CH:34][C:29]=1[NH:28][CH2:2][CH2:6][CH2:7][CH2:8][C:9]#[N:10] |f:2.3,5.6,7.8|. Procedure details: 4-(1,3-Dioxolan-2-yl)butanenitrile (6.26 g; 0.0443 moles) was dissolved in a mixture of acetone (50 mL) and water (50 mL) under nitrogen. p-Toluene-sulfonic acid (843 mg; 0.00443 moles) was added followed by sodium periodate (9.67 g; 0.0452 moles) and the mixture was heated at 40° C. for 32 hours with magnetic stirring. The mixture was filtered, washing the filter cake with ethyl acetate (100 mL). The filtrate was mixed with aqueous sodium bicarbonate solution (50 mL) and the phases were separat... Reaction SMILES: [Br:22][c:23]1[cH:24][c:25]2[c:26]([s:27][c:28]([CH2:30][Br:31])[cH:29]2)[cH:32][cH:33]1.[CH2:1]([CH3:2])[O:3][C:4](=[O:5])[CH:6]([C:7](=[O:8])[O:9][CH2:10][CH3:11])[c:12]1[cH:13][cH:14][c:15]([O:18][CH3:19])[cH:16][cH:17]1.[Cl-:34].[H-:20].[NH4+:35].[Na+:21].[O:36]1[CH2:37][CH2:38][CH2:39][CH2:40]1>>[CH2:1]([CH3:2])[O:3][C:4](=[O:5])[C:6]([C:7](=[O:8])[O:9][CH2:10][CH3:11])([c:12]1[cH:13][cH:14][c:15]([O:18][CH3:19])[cH:16][cH:17]1)[CH2:30][c:28]1[s:27][c:26]2[c:25]([cH:24][c:23]([Br:22])[cH:33][cH:32]2)[cH:29]1. The product is CCOC(=O)C(Cc1cc2cc(Br)ccc2s1)(C(=O)OCC)c1ccc(OC)cc1. Reactants: BrCc1cc2cc(Br)ccc2s1, CCOC(=O)C(C(=O)OCC)c1ccc(OC)cc1, [Cl-], [H-], [NH4+], [Na+], C1CCOC1. The reactants are CC1=C(N=C(O1)C1=CC=CC=C1)CCC1=CC=C(C=C1)/C=C/C=C/C=O ((E,E)-5-[4-[2-(5-methyl-2-phenyl-4-oxazolyl)ethyl]phenyl]-2,4-pentadien-1-al), O1C(NC(C1)=O)=O (2,4-oxazolidinedione), N1CCCCC1 (piperidine). Run in C(C)(=O)O (acetic acid). Product: CC1=C(N=C(O1)C1=CC=CC=C1)CCC1=CC=C(C=C1)/C=C/C=C/C=C1C(NC(O1)=O)=O (5-[(E,E)-5-[4-[2-(5-methyl-2-phenyl-4-oxazolyl)ethyl]phenyl]-2,4pentadienylidene]-2,4-oxazolidinedione). Reaction SMILES: [CH3:1][C:2]1[O:6][C:5]([C:7]2[CH:12]=[CH:11][CH:10]=[CH:9][CH:8]=2)=[N:4][C:3]=1[CH2:13][CH2:14][C:15]1[CH:20]=[CH:19][C:18](/[CH:21]=[CH:22]/[CH:23]=[CH:24]/[CH:25]=O)=[CH:17][CH:16]=1.[O:27]1[CH2:31][C:30](=[O:32])[NH:29][C:28]1=[O:33].N1CCCCC1>C(O)(=O)C>[CH3:1][C:2]1[O:6][C:5]([C:7]2[CH:8]=[CH:9][CH:10]=[CH:11][CH:12]=2)=[N:4][C:3]=1[CH2:13][CH2:14][C:15]1[CH:20]=[CH:19][C:18](/[CH:21]=[CH:22]/[CH:23]=[CH:24]/[CH:25]=[C:31]2[O:27][C:28](=[O:33])[NH:29][C:30]2=[O:32])=[CH:17][CH:16]=1. Procedure: A mixture of (E,E)-5-[4-[2-(5-methyl-2-phenyl-4-oxazolyl)ethyl]phenyl]-2,4-pentadien-1-al (2.3 g), 2,4-oxazolidinedione (2.0 g), piperidine (0.596 g) and acetic acid (50 ml) was refluxed under heating conditions for 15 hours. The reaction mixture was concentrated; water was added to the residue, followed by acidification with 2N HCl and subsequent extraction with ethyl acetate. The ethyl acetate layer was washed with water, dried (MgSO4), and then concentrated. The residue was subjected to silic... Procedure details: A solution of phthalimide (1.0 g, 6.8 mmol) and TFA (5 mL) in ethyl acetate (100 mL) was added 10% Pd—C (1 g). The reaction mixture was hydrogenated at 55 psi for 2 days. Catalyst was then filtered through diatomaceous earth (Celite®) and the filtrate was concentrated to give yellowish solid as crude product (0.37 g). 120 mg of them was then purified by Prep. TLC (eluted with dichloromethane) to give pure 2,3-dihydro-isoindol-1-one (65 mg). Yields the product C1(NCC2=CC=CC=C12)=O (2,3-dihydro-isoindol-1-one). Run at time 2 day. The reagents and catalysts are [Pd] (Pd—C). Run in C(C)(=O)OCC (ethyl acetate). RXN SMILES: [C:1]1(=O)[NH:5][C:4](=[O:6])[C:3]2=[CH:7][CH:8]=[CH:9][CH:10]=[C:2]12.C(O)(C(F)(F)F)=O>C(OCC)(=O)C.[Pd]>[C:4]1(=[O:6])[C:3]2[C:2](=[CH:10][CH:9]=[CH:8][CH:7]=2)[CH2:1][NH:5]1. The reactants are C1(C=2C(C(N1)=O)=CC=CC2)=O (phthalimide), C(=O)(C(F)(F)F)O (TFA). Isolated yield 7.2%. The reactants are CCCCCCC, CCOC(C)=O, ClCCl, CC(C)(C)OC(=O)c1cc(F)c(Oc2cnc(OC3CCOCC3)c(Cl)c2)cc1F, O, O=C(O)C(F)(F)F. Yields the product O=C(O)c1cc(F)c(Oc2cnc(OC3CCOCC3)c(Cl)c2)cc1F. Reaction SMILES: [CH3:38][CH2:39][CH2:40][CH2:41][CH2:42][CH2:43][CH3:44].[CH3:45][CH2:46][O:47][C:48]([CH3:49])=[O:50].[Cl:51][CH2:52][Cl:53].[Cl:8][c:9]1[cH:10][c:11]([O:22][c:23]2[cH:24][c:25]([F:37])[c:26]([C:27](=[O:28])[O:29][C:30]([CH3:31])([CH3:32])[CH3:33])[cH:34][c:35]2[F:36])[cH:12][n:13][c:14]1[O:15][CH:16]1[CH2:17][CH2:18][O:19][CH2:20][CH2:21]1.[OH2:54].[OH:1][C:2]([C:3]([F:4])([F:5])[F:6])=[O:7]>>[Cl:8][c:9]1[cH:10][c:11]([O:22][c:23]2[cH:24][c:25]([F:37])[c:26]([C:27](=[O:28])[OH:29])[cH:34][c:35]2[F:36])[cH:12][n:13][c:14]1[O:15][CH:16]1[CH2:17][CH2:18][O:19][CH2:20][CH2:21]1.